This data is from the Open Reaction Database (ORD), a public repository of structured organic reaction records. The task is: describe an organic reaction: reactants, conditions, products, and yield The product is N#Cc1nnc(NCC2CC2)nc1N1CCc2ccccc2CC1. Starting materials: CSc1nnc(C#N)c(N2CCc3ccccc3CC2)n1, NCC1CC1, C1COCCO1. As a reaction SMILES: [CH3:1][S:2][c:3]1[n:4][n:5][c:6]([C:20]#[N:21])[c:7]([N:9]2[CH2:10][CH2:11][c:12]3[c:13]([cH:16][cH:17][cH:18][cH:19]3)[CH2:14][CH2:15]2)[n:8]1.[NH2:22][CH2:23][CH:24]1[CH2:25][CH2:26]1.[O:27]1[CH2:28][CH2:29][O:30][CH2:31][CH2:32]1>>[c:3]1([NH:22][CH2:23][CH:24]2[CH2:25][CH2:26]2)[n:4][n:5][c:6]([C:20]#[N:21])[c:7]([N:9]2[CH2:10][CH2:11][c:12]3[c:13]([cH:16][cH:17][cH:18][cH:19]3)[CH2:14][CH2:15]2)[n:8]1. Starting materials: ClC=1C=C(C=2N(N1)C=CN2)NC2=CC=C(C=N2)C(=O)N2CCOCC2 ([6-(6-chloro-imidazo[1,2-b]pyridazin-8-ylamino)-pyridin-3-yl]-morpholin-4-yl-methanone), C(C)(C)(C)C1=CC=C(C(=O)NC2=C(C(=CC=C2)B2OC(C(O2)(C)C)(C)C)C)C=C1 (4-tert-butyl-N-[2-methyl-3-(4,4,5,5-tetramethyl-[1,3,2]dioxaborolan-2-yl)-phenyl]-benzamide), C([O-])([O-])=O.[K+].[K+] (potassium carbonate), C1(=CC=CC=C1)C (toluene). The reagents and catalysts are C=1C=CC(=CC1)[P](C=2C=CC=CC2)(C=3C=CC=CC3)[Pd]([P](C=4C=CC=CC4)(C=5C=CC=CC5)C=6C=CC=CC6)([P](C=7C=CC=CC7)(C=8C=CC=CC8)C=9C=CC=CC9)[P](C=1C=CC=CC1)(C=1C=CC=CC1)C=1C=CC=CC1 (Pd(PPh3)4), C=1C=CC(=CC1)[P](C=2C=CC=CC2)(C=3C=CC=CC3)[Pd]([P](C=4C=CC=CC4)(C=5C=CC=CC5)C=6C=CC=CC6)([P](C=7C=CC=CC7)(C=8C=CC=CC8)C=9C=CC=CC9)[P](C=1C=CC=CC1)(C=1C=CC=CC1)C=1C=CC=CC1 (Pd(PPh3)4). The solvent is O (water), C(C)O (ethanol). Run at temperature 170 celsius, time 3 hour. Yields the product C(C)(C)(C)C1=CC=C(C(=O)NC2=C(C(=CC=C2)C=2C=C(C=3N(N2)C=CN3)NC3=NC=C(C=C3)C(=O)N3CCOCC3)C)C=C1 (4-tert-butyl-N-(2-methyl-3-{8-[5-(morpholine-4-carbonyl)-pyridin-2-ylamino]-imidazo[1,2-b]pyridazin-6-yl}-phenyl)-benzamide). The yield is 10.2%. Reaction SMILES: Cl[C:2]1[CH:3]=[C:4]([NH:11][C:12]2[N:17]=[CH:16][C:15]([C:18]([N:20]3[CH2:25][CH2:24][O:23][CH2:22][CH2:21]3)=[O:19])=[CH:14][CH:13]=2)[C:5]2[N:6]([CH:8]=[CH:9][N:10]=2)[N:7]=1.[C:26]([C:30]1[CH:54]=[CH:53][C:33]([C:34]([NH:36][C:37]2[CH:42]=[CH:41][CH:40]=[C:39](B3OC(C)(C)C(C)(C)O3)[C:38]=2[CH3:52])=[O:35])=[CH:32][CH:31]=1)([CH3:29])([CH3:28])[CH3:27].C(=O)([O-])[O-].[K+].[K+].C1(C)C=CC=CC=1>C1C=CC([P]([Pd]([P](C2C=CC=CC=2)(C2C=CC=CC=2)C2C=CC=CC=2)([P](C2C=CC=CC=2)(C2C=CC=CC=2)C2C=CC=CC=2)[P](C2C=CC=CC=2)(C2C=CC=CC=2)C2C=CC=CC=2)(C2C=CC=CC=2)C2C=CC=CC=2)=CC=1.O.C(O)C>[C:26]([C:30]1[CH:54]=[CH:53][C:33]([C:34]([NH:36][C:37]2[CH:42]=[CH:41][CH:40]=[C:39]([C:2]3[CH:3]=[C:4]([NH:11][C:12]4[CH:13]=[CH:14][C:15]([C:18]([N:20]5[CH2:25][CH2:24][O:23][CH2:22][CH2:21]5)=[O:19])=[CH:16][N:17]=4)[C:5]4[N:6]([CH:8]=[CH:9][N:10]=4)[N:7]=3)[C:38]=2[CH3:52])=[O:35])=[CH:32][CH:31]=1)([CH3:29])([CH3:27])[CH3:28] |f:2.3.4,^1:71,73,92,111|. Reported procedure: A mixture of crude [6-(6-chloro-imidazo[1,2-b]pyridazin-8-ylamino)-pyridin-3-yl]-morpholin-4-yl-methanone (0.048 g, “0.133 mmol”), 4-tert-butyl-N-[2-methyl-3-(4,4,5,5-tetramethyl-[1,3,2]dioxaborolan-2-yl)-phenyl]-benzamide (0.087 g, 0.23 mmol), potassium carbonate (0.056 g, 0.41 mmol), Pd(PPh3)4 (0.016 g, 0.014 mmol), 1 mL of toluene, 0.25 mL of ethanol and 0.25 mL of water under N2 was stirred at 170° C. in a microwave for 3 h. More Pd(PPh3)4 was added (0.025 g, 0.021 mmol) and the mixture was ...